The task is: describe an organic reaction: reactants, conditions, products, and yield. This data is from the Open Reaction Database (ORD), a public repository of structured organic reaction records. Starting materials: O (Water), [H-].[Na+] (sodium hydride), BrCCC(C)C (1-bromo-3-methylbutane), NC1=C(C(=C(C2=C1C(C=C(O2)C2=CC(=C(C=C2)NC(C(C)(C)C)=O)F)=O)F)C)F (5-amino-6,8-difluoro-2-(3-fluoro-4-pivaloylaminophenyl)-7-methyl-4H-1-benzopyran-4-one). The solvent is CN(C=O)C (dimethylformamide). Conditions: time 4 hour. The product is FC=1C(=C(C2=C(C(C=C(O2)C2=CC(=C(C=C2)NC(C(C)(C)C)=O)F)=O)C1NCCC(C)C)F)C (6,8-difluoro-2-(3-fluoro-4-pivaloylaminophenyl)-7-methyl-5-(3-methylbutylamino)-4H-1-benzopyran-4-one). Yield: 58.7%. RXN SMILES: [NH2:1][C:2]1[C:7]2[C:8](=[O:26])[CH:9]=[C:10]([C:12]3[CH:17]=[CH:16][C:15]([NH:18][C:19](=[O:24])[C:20]([CH3:23])([CH3:22])[CH3:21])=[C:14]([F:25])[CH:13]=3)[O:11][C:6]=2[C:5]([F:27])=[C:4]([CH3:28])[C:3]=1[F:29].[H-].[Na+].Br[CH2:33][CH2:34][CH:35]([CH3:37])[CH3:36].O>CN(C)C=O>[F:29][C:3]1[C:4]([CH3:28])=[C:5]([F:27])[C:6]2[O:11][C:10]([C:12]3[CH:17]=[CH:16][C:15]([NH:18][C:19](=[O:24])[C:20]([CH3:23])([CH3:22])[CH3:21])=[C:14]([F:25])[CH:13]=3)=[CH:9][C:8](=[O:26])[C:7]=2[C:2]=1[NH:1][CH2:33][CH2:34][CH:35]([CH3:37])[CH3:36] |f:1.2|. Reported procedure: 1.03 g (2.54mmol) of 5-amino-6,8-difluoro-2-(3-fluoro-4-pivaloylaminophenyl)-7-methyl-4H-1-benzopyran-4-one obtained in Example 107 (1) was dissolved in 20 mL of dimethylformamide under argon atmosphere, 308 mg (7.62 mmol) of sodium hydride (60% oil dispersion) and 0.77 mL (6.4 mmol) of 1-bromo-3-methylbutane were added and the mixture was stirred at room temperature for 4 hours. Water was added to the reaction solution, the mixture was extracted once with ethyl acetate, the organic layer was wa... Reactants: C1CCOC1, OC1CCCc2ccc(N3CCCC3)cc21, COC(=O)N=NC(=O)OC, c1ccc(P(c2ccccc2)c2ccccc2)cc1, CC(C)OC(=O)c1c[nH]cn1. Yields the product CC(C)OC(=O)c1cncn1C1CCCc2ccc(N3CCCC3)cc21. Reaction SMILES: [CH2:57]1[O:58][CH2:59][CH2:60][CH2:61]1.[N:1]1([c:6]2[cH:7][cH:8][c:9]3[c:14]([cH:15]2)[CH:13]([OH:16])[CH2:12][CH2:11][CH2:10]3)[CH2:2][CH2:3][CH2:4][CH2:5]1.[N:47]([C:48]([O:49][CH3:50])=[O:51])=[N:52][C:53]([O:54][CH3:55])=[O:56].[c:28]1([P:29]([c:30]2[cH:31][cH:32][cH:33][cH:34][cH:35]2)[c:36]2[cH:37][cH:38][cH:39][cH:40][cH:41]2)[cH:42][cH:43][cH:44][cH:45][cH:46]1.[nH:17]1[cH:18][n:19][c:20]([C:22](=[O:23])[O:24][CH:25]([CH3:26])[CH3:27])[cH:21]1>>[N:1]1([c:6]2[cH:7][cH:8][c:9]3[c:14]([cH:15]2)[CH:13]([n:19]2[cH:18][n:17][cH:21][c:20]2[C:22](=[O:23])[O:24][CH:25]([CH3:26])[CH3:27])[CH2:12][CH2:11][CH2:10]3)[CH2:2][CH2:3][CH2:4][CH2:5]1. The reactants are CC(=O)Cl, CCO, CC([O-])=[SH]C1CC(=O)N(CCc2ccc(Oc3ccccc3)cc2)C1. Yields the product O=C1CC(S)CN1CCc1ccc(Oc2ccccc2)cc1. As a reaction SMILES: [CH3:26][C:27](=[O:28])[Cl:29].[CH3:30][CH2:31][OH:32].[O:1]=[C:2]1[CH2:3][CH:4]([SH:22]=[C:23]([O-:24])[CH3:25])[CH2:5][N:6]1[CH2:7][CH2:8][c:9]1[cH:10][cH:11][c:12]([O:15][c:16]2[cH:17][cH:18][cH:19][cH:20][cH:21]2)[cH:13][cH:14]1>>[O:1]=[C:2]1[CH2:3][CH:4]([SH:22])[CH2:5][N:6]1[CH2:7][CH2:8][c:9]1[cH:10][cH:11][c:12]([O:15][c:16]2[cH:17][cH:18][cH:19][cH:20][cH:21]2)[cH:13][cH:14]1. As a reaction SMILES: [C:1]1([NH:7][C:8]2[CH:13]=[CH:12][C:11]([N+:14]([O-:16])=[O:15])=[CH:10][CH:9]=2)[CH:6]=[CH:5][CH:4]=[CH:3][CH:2]=1.[Br:17][CH2:18][CH2:19][C:20](Cl)=O.B.C1(N(CCCBr)C2C=CC=CC=2)C=CC=CC=1>O1CCCC1>[C:1]1([N:7]([CH2:20][CH2:19][CH2:18][Br:17])[C:8]2[CH:13]=[CH:12][C:11]([N+:14]([O-:16])=[O:15])=[CH:10][CH:9]=2)[CH:2]=[CH:3][CH:4]=[CH:5][CH:6]=1. The solvent is O1CCCC1 (tetrahydrofuran). Reported procedure: 3-[N-phenyl-N-(4-nitrophenyl)amino]-1-bromopropane is prepared from N-phenyl-N-(4-nitrophenyl)amine with 3-bromopropionyl chloride, followed by reduction with borane in tetrahydrofuran, by a procedure analogous to the preparation of 3-[N,N-diphenylamino]-1-bromopropane in Example 2. Product: C1(=CC=CC=C1)N(C1=CC=C(C=C1)[N+](=O)[O-])CCCBr (3-[N-phenyl-N-(4-nitrophenyl)amino]-1-bromopropane). Starting materials: B (borane), C1(=CC=CC=C1)N(C1=CC=CC=C1)CCCBr (3-[N,N-diphenylamino]-1-bromopropane), C1(=CC=CC=C1)NC1=CC=C(C=C1)[N+](=O)[O-] (N-phenyl-N-(4-nitrophenyl)amine), BrCCC(=O)Cl (3-bromopropionyl chloride). The reactants are NC(=NC(C1=C(C=C(C(=C1)S(=O)(=O)C)Cl)CC)=O)N (N-diaminomethylene-2-ethyl-4-chloro-5-methylsulfonylbenzamide), C(=O)([O-])[O-].[K+].[K+] (K2CO3), C[Si](OC1=CC=NC=C1)(C)C (4-trimethylsilyloxypyridine). Product: NC(=NC(C1=C(C=C(C(=C1)S(=O)(=O)C)N1C=CC(C=C1)=O)CC)=O)N (N-diaminomethylene-2-ethyl-4-(1,4-dihydro-4-oxo-1-pyridyl)-5-methylsulfonylbenzamide). Reaction SMILES: [NH2:1][C:2]([NH2:19])=[N:3][C:4](=[O:18])[C:5]1[CH:10]=[C:9]([S:11]([CH3:14])(=[O:13])=[O:12])[C:8](Cl)=[CH:7][C:6]=1[CH2:16][CH3:17].C([O-])([O-])=O.[K+].[K+].C[Si](C)(C)[O:28][C:29]1[CH:34]=[CH:33][N:32]=[CH:31][CH:30]=1>>[NH2:1][C:2]([NH2:19])=[N:3][C:4](=[O:18])[C:5]1[CH:10]=[C:9]([S:11]([CH3:14])(=[O:13])=[O:12])[C:8]([N:32]2[CH:33]=[CH:34][C:29](=[O:28])[CH:30]=[CH:31]2)=[CH:7][C:6]=1[CH2:16][CH3:17] |f:1.2.3|. Procedure details: 3 g of N-diaminomethylene-2-ethyl-4-chloro-5-methylsulfonylbenzamide [obtainable by reacting methyl 2-methyl-4-chloro-5-methylsulfonylbenzoate with guanidine] are heated with 30 ml of 4-trimethylsilyloxypyridine in the presence of 3 g of K2CO3 in a closed tube at 135° for five hours. The mixture is cooled, the excess silylpyridine is removed by decanting, and the residue is triturated with ether and filtered off with suction. The solid residue is then dissolved in methanol and chromatographed ov... Run in O (water), CN(C)C=O (DMF). Run at time 12 hour. The product is COC([C@H]1N(CCC1)C(CNC(=O)OC(C)(C)C)=O)=O (N-[[(t-Butoxy)-carbonyl]-glycyl]-L-proline methyl ester). Reaction SMILES: [C:1]([NH:8][CH2:9][C:10]([OH:12])=O)([O:3][C:4]([CH3:7])([CH3:6])[CH3:5])=[O:2].[OH2:13].ON1[C:19]2[CH:20]=[CH:21][CH:22]=C[C:18]=2[N:17]=N1.Cl.CN1C[CH2:30][O:29]CC1>CN(C=O)C.O>[CH3:30][O:29][C:22](=[O:13])[C@@H:21]1[CH2:20][CH2:19][CH2:18][N:17]1[C:10](=[O:12])[CH2:9][NH:8][C:1]([O:3][C:4]([CH3:5])([CH3:6])[CH3:7])=[O:2] |f:1.2|. The reactants are C(=O)(OC(C)(C)C)NCC(=O)O (N-BOC-glycine), proline methyl ester. HCl, O.ON1N=NC2=C1C=CC=C2 (1-hydroxybenzotriazole hydrate), ethyl-3-(3-dimethylamino)propyl carbodiimide, Cl (HCl), CN1CCOCC1 (4-methylmorpholine). Procedure details: To a solution of N-BOC-glycine (150 mmol) in DMF (250 mL) at 0° C., is added proline methyl ester. HCl (150 mmol), 1-hydroxybenzotriazole hydrate (22.2 g, 0.164 mmol), ethyl-3-(3-dimethylamino)propyl carbodiimide.HCl (31.4 g, 0.164 mmol) and 4-methylmorpholine (22.6 g, 0.224 mmol). The reaction mixture is stirred for 12 h while allowing the reaction to warm to room temperature. The reaction mixture is poured in water (750 mL) and extracted with ethyl acetate (2×150 mL). The combined organic extr... Isolated yield 87.2%. RXN SMILES: Cl[C:2]1[N:7]=[CH:6][C:5]([C:8]#[N:9])=[CH:4][CH:3]=1.[CH2:10]([O-:18])[CH2:11][CH2:12][CH2:13][CH2:14][CH2:15][CH2:16][CH3:17].[Na+]>O>[CH2:10]([O:18][C:2]1[N:7]=[CH:6][C:5]([C:8]#[N:9])=[CH:4][CH:3]=1)[CH2:11][CH2:12][CH2:13][CH2:14][CH2:15][CH2:16][CH3:17] |f:1.2|. The product is C(CCCCCCC)OC1=CC=C(C=N1)C#N (6-(octyloxy)pyridine-3-carbonitrile). Run in O (water). Reaction conditions: time 30 minute. Starting materials: ClC1=CC=C(C=N1)C#N (6-chloropyridine-3-carbonitrile), C(CCCCCCC)[O-].[Na+] (sodium octanolate). Reported procedure: A mixture of 6-chloropyridine-3-carboxamide (14 g), phosphorous oxychloride (35 ml) and chloroform (120 ml) is refluxed for 2 hr, cooled, and concentrated. The residue is stirred with water and the resulting precipitate is collected and recrystallized from ethanol to provide 10.3 g (83 %) of 6-chloropyridine-3-carbonitrile. This nitrile (2.77 g) is added to a solution of sodium octanolate (prepared from 1-octanol (2.78 g) and sodium hydride (0.88g of 60% dispersion) in DMF (20 ml)). After 30 min...